The task is: describe an organic reaction: reactants, conditions, products, and yield. This data is from the Open Reaction Database (ORD), a public repository of structured organic reaction records. Reactants: COc1cc(C(=O)N2CCC(CCN3CCCN(c4nc5ccccc5[nH]4)CC3)(c3ccccc3)C2)cc(OC)c1OC, [Li]C(C)CC, C=CS(=O)(=O)CC, C1CCOC1, O. The product is CCS(=O)(=O)CCn1c(N2CCCN(CCC3(c4ccccc4)CCN(C(=O)c4cc(OC)c(OC)c(OC)c4)C3)CC2)nc2ccccc21. As a reaction SMILES: [CH3:1][O:2][c:3]1[cH:4][c:5]([C:6](=[O:7])[N:8]2[CH2:9][C:10]([c:13]3[cH:14][cH:15][cH:16][cH:17][cH:18]3)([CH2:19][CH2:20][N:21]3[CH2:22][CH2:23][N:24]([c:28]4[n:29][c:30]5[c:31]([nH:32]4)[cH:33][cH:34][cH:35][cH:36]5)[CH2:25][CH2:26][CH2:27]3)[CH2:11][CH2:12]2)[cH:37][c:38]([O:42][CH3:43])[c:39]1[O:40][CH3:41].[CH:44]([Li:45])([CH2:46][CH3:47])[CH3:48].[CH:49](=[CH2:50])[S:51](=[O:52])(=[O:53])[CH2:54][CH3:55].[O:57]1[CH2:58][CH2:59][CH2:60][CH2:61]1.[OH2:56]>>[CH3:1][O:2][c:3]1[cH:4][c:5]([C:6](=[O:7])[N:8]2[CH2:9][C:10]([c:13]3[cH:14][cH:15][cH:16][cH:17][cH:18]3)([CH2:19][CH2:20][N:21]3[CH2:22][CH2:23][N:24]([c:28]4[n:29]([CH2:50][CH2:49][S:51](=[O:52])(=[O:53])[CH2:54][CH3:55])[c:30]5[c:31]([n:32]4)[cH:33][cH:34][cH:35][cH:36]5)[CH2:25][CH2:26][CH2:27]3)[CH2:11][CH2:12]2)[cH:37][c:38]([O:42][CH3:43])[c:39]1[O:40][CH3:41]. The reactants are CI, CN(C)C=O, O, O=S(=O)(NCCCCO)c1ccc(-c2ccccc2)cc1. Product: CN(CCCCO)S(=O)(=O)c1ccc(-c2ccccc2)cc1. RXN SMILES: [CH3:22][I:23].[CH3:25][N:26]([CH3:27])[CH:28]=[O:29].[OH2:24].[OH:1][CH2:2][CH2:3][CH2:4][CH2:5][NH:6][S:7](=[O:8])(=[O:9])[c:10]1[cH:11][cH:12][c:13](-[c:16]2[cH:17][cH:18][cH:19][cH:20][cH:21]2)[cH:14][cH:15]1>>[OH:1][CH2:2][CH2:3][CH2:4][CH2:5][N:6]([S:7](=[O:8])(=[O:9])[c:10]1[cH:11][cH:12][c:13](-[c:16]2[cH:17][cH:18][cH:19][cH:20][cH:21]2)[cH:14][cH:15]1)[CH3:22]. Reactants: Cl.NO (hydroxylamine hydrochloride), [OH-].[K+] (potassium hydroxide), ClC=1SC2=C(N1)C=CC(=C2)OC(F)(F)F (2-chloro-6-(trifluoromethoxy)benzothiazole). Run in CO (methanol). Reaction conditions: temperature 20 celsius. The product is ONC=1SC2=C(N1)C=CC(=C2)OC(F)(F)F (2-hydroxyamino-6-(trifluoromethoxy)benzothiazole). Yield: 56.3%. RXN SMILES: Cl.[NH2:2][OH:3].[OH-].[K+].Cl[C:7]1[S:8][C:9]2[CH:15]=[C:14]([O:16][C:17]([F:20])([F:19])[F:18])[CH:13]=[CH:12][C:10]=2[N:11]=1>CO>[OH:3][NH:2][C:7]1[S:8][C:9]2[CH:15]=[C:14]([O:16][C:17]([F:20])([F:19])[F:18])[CH:13]=[CH:12][C:10]=2[N:11]=1 |f:0.1,2.3|. Procedure: 21.81 g of hydroxylamine hydrochloride are added to 17.61 g of potassium hydroxide in solution in 350 ml of methanol at a temperature in the region of 20° C. and the reaction mixture is brought to reflux for 10 minutes. 13.24 g of 2-chloro-6-(trifluoromethoxy)benzothiazole are then added and the reaction is continued at reflux for 5 hours. After cooling to a temperature in the region of 20° C., the precipitate formed is filtered off and the filtrate concentrated to dryness under reduced pressure... Starting materials: NC=1SC=C(N1)C(C(=O)OCC)=NOCCCCCC (Ethyl 2-(2-aminothiazol-4-yl)2-n-hexyloxyiminoacetate), CO (methanol), aqueous solution, [OH-].[Na+] (sodium hydroxide). The solvent is O1CCCC1 (tetrahydrofuran). Product: NC=1SC=C(N1)C(C(=O)O)=NOCCCCCC (2-(2-aminothiazol-4-yl)-2-n-hexyloxyiminoacetic acid). Isolated yield 91.0%. As a reaction SMILES: [NH2:1][C:2]1[S:3][CH:4]=[C:5]([C:7](=[N:13][O:14][CH2:15][CH2:16][CH2:17][CH2:18][CH2:19][CH3:20])[C:8]([O:10]CC)=[O:9])[N:6]=1.CO.[OH-].[Na+]>O1CCCC1>[NH2:1][C:2]1[S:3][CH:4]=[C:5]([C:7](=[N:13][O:14][CH2:15][CH2:16][CH2:17][CH2:18][CH2:19][CH3:20])[C:8]([OH:10])=[O:9])[N:6]=1 |f:2.3|. Procedure details: Ethyl 2-(2-aminothiazol-4-yl)2-n-hexyloxyiminoacetate (syn isomer, 29.1 g.), methanol (97.2 ml.), 2N aqueous solution of sodium hydroxide (97.2 ml.) and tetrahydrofuran (50 ml.) were treated in a similar manner to that of Example F-(4) to give 2-(2-aminothiazol-4-yl)-2-n-hexyloxyiminoacetic acid (syn isomer, 24.0 g.), mp. 174° C. (dec. Reactants: [BH4-], O=C(COc1cc(OCc2ccccc2)ccc1OCc1ccccc1)c1ccccc1, CO, [Na+], C1CCOC1, O. Yields the product OC(COc1cc(OCc2ccccc2)ccc1OCc1ccccc1)c1ccccc1. RXN SMILES: [BH4-:33].[CH2:1]([c:2]1[cH:3][cH:4][cH:5][cH:6][cH:7]1)[O:8][c:9]1[c:10]([O:11][CH2:12][C:13](=[O:14])[c:15]2[cH:16][cH:17][cH:18][cH:19][cH:20]2)[cH:21][c:22]([O:25][CH2:26][c:27]2[cH:28][cH:29][cH:30][cH:31][cH:32]2)[cH:23][cH:24]1.[CH3:36][OH:37].[Na+:34].[O:38]1[CH2:39][CH2:40][CH2:41][CH2:42]1.[OH2:35]>>[CH2:1]([c:2]1[cH:3][cH:4][cH:5][cH:6][cH:7]1)[O:8][c:9]1[c:10]([O:11][CH2:12][CH:13]([OH:14])[c:15]2[cH:16][cH:17][cH:18][cH:19][cH:20]2)[cH:21][c:22]([O:25][CH2:26][c:27]2[cH:28][cH:29][cH:30][cH:31][cH:32]2)[cH:23][cH:24]1. Starting materials: N#Cc1cnc2c(c1)[nH]c(=O)n2C1CCC(O)CC1, CN(C)C=O, COc1ccc(CBr)cc1Cl, [H-], [Na+]. Yields the product COc1ccc(Cn2c(=O)n(C3CCC(O)CC3)c3ncc(C#N)cc32)cc1Cl. As a reaction SMILES: [C:3](#[N:4])[c:5]1[cH:6][c:7]2[c:8]([n:9][cH:10]1)[n:11]([CH:15]1[CH2:16][CH2:17][CH:18]([OH:21])[CH2:19][CH2:20]1)[c:12](=[O:14])[nH:13]2.[CH3:33][N:34]([CH3:35])[CH:36]=[O:37].[Cl:22][c:23]1[cH:24][c:25]([CH2:26][Br:27])[cH:28][cH:29][c:30]1[O:31][CH3:32].[H-:1].[Na+:2]>>[C:3](#[N:4])[c:5]1[cH:6][c:7]2[c:8]([n:9][cH:10]1)[n:11]([CH:15]1[CH2:16][CH2:17][CH:18]([OH:21])[CH2:19][CH2:20]1)[c:12](=[O:14])[n:13]2[CH2:26][c:25]1[cH:24][c:23]([Cl:22])[c:30]([O:31][CH3:32])[cH:29][cH:28]1. Reactants: FC1=C(C#N)C(=CC(=C1)OC)F (2,6-Difluoro-4-methoxybenzonitrile), [Cl-].[Al+3].[Cl-].[Cl-] (aluminium chloride), [Cl-].[Na+] (sodium chloride), Ice water. Reaction conditions: temperature 180 celsius, time 1 hour. Product: FC1=C(C#N)C(=CC(=C1)O)F (2,6-Difluoro-4-hydroxybenzonitrile). Reaction SMILES: [F:1][C:2]1[CH:9]=[C:8]([O:10]C)[CH:7]=[C:6]([F:12])[C:3]=1[C:4]#[N:5].[Cl-].[Al+3].[Cl-].[Cl-].[Cl-].[Na+]>>[F:1][C:2]1[CH:9]=[C:8]([OH:10])[CH:7]=[C:6]([F:12])[C:3]=1[C:4]#[N:5] |f:1.2.3.4,5.6|. Procedure details: A stirred, homogeneous mixture of finely powdered, compound 27 (17.0 g, 0.10 mol), aluminium chloride (29.4 g, 0.22 mol) and sodium chloride (7.1 g, 0.12 mol) was heated to 180° C. over 25 min and then at 180° C. for 1 h (glc and tlc analyses both revealed a complete reaction). Ice-water was added, and the product was extracted into ether (twice). The combined ethereal extracts were washed with water, and the product was extracted into 10% sodium hydroxide (twice) and the combined basic extracts... Starting materials: CC1=C(N)C(=CC=C1C)[N+](=O)[O-] (2,3-dimethyl-6-nitro-aniline), ethyl acetate silica, C(C)O (ethanol), [OH-].[Na+] (NaOH). Reagents/catalysts: [Zn] (zinc). Solvent: O (water). Reaction conditions: time 0.5 hour. Yields the product CC=1C(=C(C=CC1C)N)N (3,4-dimethyl-1,2-phenylene diamine). RXN SMILES: [CH3:1][C:2]1[C:8]([CH3:9])=[CH:7][CH:6]=[C:5]([N+:10]([O-])=O)[C:3]=1[NH2:4].C(O)C.[OH-].[Na+]>O.[Zn]>[CH3:1][C:2]1[C:3]([NH2:4])=[C:5]([NH2:10])[CH:6]=[CH:7][C:8]=1[CH3:9] |f:2.3|. Procedure: To a 125 mL round bottom flask 2.20 g of 2,3-dimethyl-6-nitro-aniline (13.2 mmol) was added. Then 15 mL of ethanol was added to the flask followed by the addition of 4 mL of 20 wt % NaOH in water. Then 2.0 g of zinc dust was added to the flask. The flask was fitted with a condenser and was left to reflux with stirring. After about 0.5 hours the mixture became very pale-brown. After refluxing for 18 hours the mixture was filtered hot to give a pale filtrate which quickly became dark red. C8H12N2,...